From a dataset of the Open Reaction Database (ORD), a public repository of structured organic reaction records. describe an organic reaction: reactants, conditions, products, and yield Reactants: S1C(=NC2=C1C=CC=C2)COC2=CC1=C(N(C(=N1)[C@@H]1[C@@H](CCCC1)C(=O)O)CC1=CC=C(C=C1)Br)C=C2 (racemic cis-2-(5-(benzo[d]thiazol-2-ylmethoxy)-1-(4-bromobenzyl)-1H-benzo[d]imidazol-2-yl)cyclohexanecarboxylic acid), FC(C1=CC=C(C=N1)B(O)O)(F)F ((6-(trifluoromethyl)pyridin-3-yl)boronic acid). Yields the product S1C(=NC2=C1C=CC=C2)COC2=CC1=C(N(C(=N1)[C@@H]1[C@@H](CCCC1)C(=O)O)CC1=CC=C(C=C1)C=1C=NC(=CC1)C(F)(F)F)C=C2 (racemic cis-2-(5-(Benzo[d]thiazol-2-ylmethoxy)-1-(4-(6-(trifluoromethyl)pyridin-3-yl)benzyl)-1H-benzo[d]imidazol-2-yl)cyclohexanecarboxylic acid). Reaction SMILES: [S:1]1[C:5]2[CH:6]=[CH:7][CH:8]=[CH:9][C:4]=2[N:3]=[C:2]1[CH2:10][O:11][C:12]1[CH:37]=[CH:36][C:15]2[N:16]([CH2:28][C:29]3[CH:34]=[CH:33][C:32](Br)=[CH:31][CH:30]=3)[C:17]([C@H:19]3[CH2:24][CH2:23][CH2:22][CH2:21][C@H:20]3[C:25]([OH:27])=[O:26])=[N:18][C:14]=2[CH:13]=1.[F:38][C:39]([F:50])([F:49])[C:40]1[N:45]=[CH:44][C:43](B(O)O)=[CH:42][CH:41]=1>>[S:1]1[C:5]2[CH:6]=[CH:7][CH:8]=[CH:9][C:4]=2[N:3]=[C:2]1[CH2:10][O:11][C:12]1[CH:37]=[CH:36][C:15]2[N:16]([CH2:28][C:29]3[CH:34]=[CH:33][C:32]([C:43]4[CH:44]=[N:45][C:40]([C:39]([F:50])([F:49])[F:38])=[CH:41][CH:42]=4)=[CH:31][CH:30]=3)[C:17]([C@H:19]3[CH2:24][CH2:23][CH2:22][CH2:21][C@H:20]3[C:25]([OH:27])=[O:26])=[N:18][C:14]=2[CH:13]=1. Procedure details: The title compound was prepared using analogous conditions described in Step A of Example 97 using racemic cis-2-(5-(benzo[d]thiazol-2-ylmethoxy)-1-(4-bromobenzyl)-1H-benzo[d]imidazol-2-yl)cyclohexanecarboxylic acid and (6-(trifluoromethyl)pyridin-3-yl)boronic acid. MS (ESI): mass calcd. for C35H29F3N4O3S, 642.71; m/z found, 643.1 [M+H]+. 1H NMR (400 MHz, CD3OD) δ 9.00-8.88 (d, J=2.2, 1H), 8.29-8.22 (dd, J=8.2, 2.2, 1H), 8.05-7.94 (m, 2H), 7.92-7.84 (d, J=8.2, 1H), 7.79-7.71 (m, 2H), 7.62-7.51 (... Reactants: N(=NC(C#N)(C)C)C(C#N)(C)C (2,2′-Azobis(2-methylpropionitrile)), BrN1C(CCC1=O)=O (N-bromosuccinimide), FC=1C=C2C(=CC(N(C2=CC1)C)=O)C (6-fluoro-1,4-dimethylquinolin-2(1H)-one), BrN1C(CCC1=O)=O (NBS), CC(C)(C#N)N=NC(C)(C)C#N (AIBN). Run in C(Cl)(Cl)(Cl)Cl (CCl4). Reaction conditions: temperature 70 celsius. Yields the product BrCC1=CC(N(C2=CC=C(C=C12)F)C)=O (4-(Bromomethyl)-6-fluoro-1-methyl quinolin-2 (1H)-one). The yield is 38.9%. RXN SMILES: N(C(C)(C)C#N)=NC(C)(C)C#N.[Br:13]N1C(=O)CCC1=O.[F:21][C:22]1[CH:23]=[C:24]2[C:29](=[CH:30][CH:31]=1)[N:28]([CH3:32])[C:27](=[O:33])[CH:26]=[C:25]2[CH3:34]>C(Cl)(Cl)(Cl)Cl>[Br:13][CH2:34][C:25]1[C:24]2[C:29](=[CH:30][CH:31]=[C:22]([F:21])[CH:23]=2)[N:28]([CH3:32])[C:27](=[O:33])[CH:26]=1. Procedure details: 2,2′-Azobis(2-methylpropionitrile) (AIBN, 17.2 mg, 0.105 mmol) and N-bromosuccinimide (NBS, 97.7 mg, 0.549 mmol) were added to a suspension of 6-fluoro-1,4-dimethylquinolin-2(1H)-one (100 mg, 0.523 mmol) in CCl4 (10 mL) at 70° C. After 1 h an additional 2 eq. of NBS and 0.4 eq. of AIBN were added and the mixture heated at 70° C. for 1 h. The mixture was concentrated and the residue purified by preparative TLC to give desired the title compound (55 mg, 31%) as white solid. Reactants: N1(CCCC1)CC(=O)N1C2=C(C(NC3=C1C=CC=C3)=S)C=CC=N2 (6,11-dihydro-11-(pyrrolidinoacetyl)-5H-pyrido[2,3-b][1,5]benzodiazepin-5-thione), C(NN)(=O)OCC (ethyl carbazate). Yields the product N1(CCCC1)CC(=O)N1C2=C(C=3N(C4=C1C=CC=C4)C(NN3)=O)C=CC=N2 (2,9-dihydro-9-(pyrrolidinoacetyl)-3H-pyrido[3,2-c]-s-triazolo[4,3-a][1,5]benzodiazepin-3-one). RXN SMILES: [N:1]1([CH2:6][C:7]([N:9]2[C:15]3[CH:16]=[CH:17][CH:18]=[CH:19][C:14]=3[NH:13][C:12](=S)[C:11]3[CH:21]=[CH:22][CH:23]=[N:24][C:10]2=3)=[O:8])[CH2:5][CH2:4][CH2:3][CH2:2]1.[C:25](OCC)(=[O:28])[NH:26][NH2:27]>>[N:1]1([CH2:6][C:7]([N:9]2[C:15]3[CH:16]=[CH:17][CH:18]=[CH:19][C:14]=3[N:13]3[C:25](=[O:28])[NH:26][N:27]=[C:12]3[C:11]3[CH:21]=[CH:22][CH:23]=[N:24][C:10]2=3)=[O:8])[CH2:5][CH2:4][CH2:3][CH2:2]1. Reported procedure: In the manner given in Example 13, 6,11-dihydro-11-(pyrrolidinoacetyl)-5H-pyrido[2,3-b][1,5]benzodiazepin-5-thione is heated to about 200° C. with ethyl carbazate to give 2,9-dihydro-9-(pyrrolidinoacetyl)-3H-pyrido[3,2-c]-s-triazolo[4,3-a][1,5]benzodiazepin-3-one.